From a dataset of the Open Reaction Database (ORD), a public repository of structured organic reaction records. describe an organic reaction: reactants, conditions, products, and yield Starting materials: CCCC(C)O, Nc1cc(O)c(Cl)cc1F, COc1cc2c(Cl)cnnc2cc1OCCCN1CCCC1, Cl. Yields the product Cl, COc1cc2c(Nc3cc(O)c(Cl)cc3F)cnnc2cc1OCCCN1CCCC1. As a reaction SMILES: [CH3:34][CH:35]([OH:36])[CH2:37][CH2:38][CH3:39].[Cl:24][c:25]1[cH:26][c:27]([F:33])[c:28]([NH2:29])[cH:30][c:31]1[OH:32].[Cl:2][c:3]1[cH:4][n:5][n:6][c:7]2[cH:8][c:9]([O:15][CH2:16][CH2:17][CH2:18][N:19]3[CH2:20][CH2:21][CH2:22][CH2:23]3)[c:10]([O:13][CH3:14])[cH:11][c:12]12.[ClH:1]>>[ClH:2].[c:3]1([NH:29][c:28]2[c:27]([F:33])[cH:26][c:25]([Cl:24])[c:31]([OH:32])[cH:30]2)[cH:4][n:5][n:6][c:7]2[cH:8][c:9]([O:15][CH2:16][CH2:17][CH2:18][N:19]3[CH2:20][CH2:21][CH2:22][CH2:23]3)[c:10]([O:13][CH3:14])[cH:11][c:12]12. Starting materials: FC1=C(C=CC(=C1NCC1=C(C=CC(=C1)C1=CC(=CC=C1)F)C)F)O (2,4-difluoro-3-[[5-(3-fluorophenyl)-2-methyl-phenyl]methyl amino]phenol), C(=O)([O-])[O-].[Cs+].[Cs+] (Cs2CO3), BrCC(=O)OCC (ethyl bromoacetate). The solvent is CC(CC)=O (2-Butanone). Reaction conditions: time 30 minute. Product: FC1=C(OCC(=O)OCC)C=CC(=C1NCC1=C(C=CC(=C1)C1=CC(=CC=C1)F)C)F (Ethyl 2-[2,4-difluoro-3-[[5-(3-fluorophenyl)-2-methyl-phenyl]methylamino]phenoxy]acetate). Yield: 64.5%. As a reaction SMILES: [F:1][C:2]1[C:7]([NH:8][CH2:9][C:10]2[CH:15]=[C:14]([C:16]3[CH:21]=[CH:20][CH:19]=[C:18]([F:22])[CH:17]=3)[CH:13]=[CH:12][C:11]=2[CH3:23])=[C:6]([F:24])[CH:5]=[CH:4][C:3]=1[OH:25].C([O-])([O-])=O.[Cs+].[Cs+].Br[CH2:33][C:34]([O:36][CH2:37][CH3:38])=[O:35]>CC(=O)CC>[F:1][C:2]1[C:7]([NH:8][CH2:9][C:10]2[CH:15]=[C:14]([C:16]3[CH:21]=[CH:20][CH:19]=[C:18]([F:22])[CH:17]=3)[CH:13]=[CH:12][C:11]=2[CH3:23])=[C:6]([F:24])[CH:5]=[CH:4][C:3]=1[O:25][CH2:33][C:34]([O:36][CH2:37][CH3:38])=[O:35] |f:1.2.3|. Procedure details: To a stirred solution of 2,4-difluoro-3-[[5-(3-fluorophenyl)-2-methyl-phenyl]methyl amino]phenol (124 mg, 0.361 mmol, 1.0 eq) and Cs2CO3 (176.5 mg, 0.542 mmol, 1.5 eq) in 2-Butanone (10 mL) was added ethyl bromoacetate (72.4 mg, 0.433 mmol, 1.2 eq) and the reaction stirred 30 min. The reaction was filtered and the filtrate evaporated in vacuo. The residue obtained was purified by column chromatography (EtOAc:petroleum ether, 0:1 to 1:4) to give the title compound as an oil/gum (100 mg, 65%). Reactants: CN(C)C=O, O=C(c1ccc2[nH]c(C(=O)N3CCS(=O)(=O)CC3)cc2c1)N1CCN(C2CCC2)CC1, BrCC1CC1, [H-], [Na+]. The product is O=C(c1ccc2c(c1)cc(C(=O)N1CCS(=O)(=O)CC1)n2CC1CC1)N1CCN(C2CCC2)CC1. Reaction SMILES: [CH3:39][N:40]([CH3:41])[CH:42]=[O:43].[CH:1]1([N:5]2[CH2:6][CH2:7][N:8]([C:11](=[O:12])[c:13]3[cH:14][c:15]4[cH:16][c:17]([C:22](=[O:23])[N:24]5[CH2:25][CH2:26][S:27](=[O:30])(=[O:31])[CH2:28][CH2:29]5)[nH:18][c:19]4[cH:20][cH:21]3)[CH2:9][CH2:10]2)[CH2:2][CH2:3][CH2:4]1.[CH:34]1([CH2:37][Br:38])[CH2:35][CH2:36]1.[H-:32].[Na+:33]>>[CH:1]1([N:5]2[CH2:6][CH2:7][N:8]([C:11](=[O:12])[c:13]3[cH:14][c:15]4[cH:16][c:17]([C:22](=[O:23])[N:24]5[CH2:25][CH2:26][S:27](=[O:30])(=[O:31])[CH2:28][CH2:29]5)[n:18]([CH2:37][CH:34]5[CH2:35][CH2:36]5)[c:19]4[cH:20][cH:21]3)[CH2:9][CH2:10]2)[CH2:2][CH2:3][CH2:4]1. Starting materials: [Br-].C1(=CC=CC=C1)[PH+](C1=CC=CC=C1)C1=CC=CC=C1 (triphenylphosphonium bromide), [Li]CCCC (n-BuLi), CC(=O)C1=CC=C(C=C1)Br (4-bromoacetophenone). The solvent is CS(=O)C (DMSO), CS(=O)C (DMSO). Run at time 1 hour. Product: BrC1=CC=C(C=C1)C(=C)C (1-bromo-4-isopropenylbenzene). Isolated yield 52.8%. RXN SMILES: [Br-].[C:2]1([PH+](C2C=CC=CC=2)C2C=CC=CC=2)C=CC=CC=1.[Li]CCCC.[CH3:26][C:27]([C:29]1[CH:34]=[CH:33][C:32]([Br:35])=[CH:31][CH:30]=1)=O>CS(C)=O>[Br:35][C:32]1[CH:33]=[CH:34][C:29]([C:27]([CH3:2])=[CH2:26])=[CH:30][CH:31]=1 |f:0.1|. Procedure details: To a solution of triphenylphosphonium bromide (17.94 g, 50.24 mmol) in DMSO (10 ml) was added n-BuLi (39.25 ml, 1.6M solution in hexane, 62.80 mmol). The solution was stirred at rt for 1 h and to this was added a solution of 4-bromoacetophenone (10.00 g, 50.24 mmol) in DMSO (4 ml). The reaction mixture was then stirred at rt overnight and then quenched with water and the product was extracted with pentane. The organic layers were combined washed with brine, dried (MgSO4), filtered and concentrat... Reactants: Cc1ccc(F)c(OC2=CC(=O)N(C(CC(C)C)C(=O)Nc3ccn(CC4COC(C)(C)O4)n3)C2)c1, CO, ClCCl, O, Cc1ccc(S(=O)(=O)O)cc1. Yields the product Cc1ccc(F)c(OC2=CC(=O)N(C(CC(C)C)C(=O)Nc3ccn(CC(O)CO)n3)C2)c1. RXN SMILES: [CH3:1][C:2]1([CH3:36])[O:3][CH2:4][CH:5]([CH2:7][n:8]2[n:9][c:10]([NH:13][C:14]([CH:15]([CH2:16][CH:17]([CH3:18])[CH3:19])[N:20]3[C:21](=[O:34])[CH:22]=[C:23]([O:25][c:26]4[c:27]([F:33])[cH:28][cH:29][c:30]([CH3:32])[cH:31]4)[CH2:24]3)=[O:35])[cH:11][cH:12]2)[O:6]1.[CH3:49][OH:50].[Cl:51][CH2:52][Cl:53].[OH2:37].[c:38]1([CH3:39])[cH:40][cH:41][c:42]([S:43]([OH:44])(=[O:45])=[O:46])[cH:47][cH:48]1>>[OH:3][CH2:4][CH:5]([OH:6])[CH2:7][n:8]1[n:9][c:10]([NH:13][C:14]([CH:15]([CH2:16][CH:17]([CH3:18])[CH3:19])[N:20]2[C:21](=[O:34])[CH:22]=[C:23]([O:25][c:26]3[c:27]([F:33])[cH:28][cH:29][c:30]([CH3:32])[cH:31]3)[CH2:24]2)=[O:35])[cH:11][cH:12]1. Reactants: CC(CC#C)(CCCCCC)O[Si](C)(C)C (4-methyl-4-trimethylsilyloxy-1-decyne), N(=NC(C#N)(C)C)C(C#N)(C)C (azobisisobutyronitrile), C(CCC)[SnH](CCCC)CCCC (tri-n-butyltin hydride). Product: CC(C/C=C/[Sn](CCCC)(CCCC)CCCC)(CCCCCC)O[Si](C)(C)C ((E)-4-methyl-4-trimethylsilyloxy-1-tri-n-butylstannyl-1-decene). Reaction SMILES: [CH3:1][C:2]([O:12][Si:13]([CH3:16])([CH3:15])[CH3:14])([CH2:6][CH2:7][CH2:8][CH2:9][CH2:10][CH3:11])[CH2:3][C:4]#[CH:5].N(C(C)(C)C#N)=NC(C)(C)C#N.[CH2:29]([SnH:33]([CH2:38][CH2:39][CH2:40][CH3:41])[CH2:34][CH2:35][CH2:36][CH3:37])[CH2:30][CH2:31][CH3:32]>>[CH3:1][C:2]([O:12][Si:13]([CH3:14])([CH3:15])[CH3:16])([CH2:6][CH2:7][CH2:8][CH2:9][CH2:10][CH3:11])[CH2:3]/[CH:4]=[CH:5]/[Sn:33]([CH2:34][CH2:35][CH2:36][CH3:37])([CH2:38][CH2:39][CH2:40][CH3:41])[CH2:29][CH2:30][CH2:31][CH3:32]. Procedure details: A solution of 30 g of 4-methyl-4-trimethylsilyloxy-1-decyne, 150 mg of azobisisobutyronitrile, and 35 ml of tri-n-butyltin hydride was magnetically stirred under an argon atmosphere at 130°-135° C. for about 2 hours (exothermic), then cooled to ambient temperature. The product was distilled to provide 60 g of (E)-4-methyl-4-trimethylsilyloxy-1-tri-n-butylstannyl-1-decene (b.p. 156°-158° at 0.03 mm).